Task: describe an organic reaction: reactants, conditions, products, and yield. Dataset: the Open Reaction Database (ORD), a public repository of structured organic reaction records Starting materials: N1CCCCC1 (piperidine), oil, N\C(=C/C(=O)OC)\C (methyl 3-aminocrotonate), [N+](=O)([O-])C=1C=C(C=O)C=CC1 (3-nitrobenzaldehyde), COC(C(CC(=O)OC)=O)OC (methyl 4,4-dimethoxyacetoacetate). Run in C1=CC=CC=C1 (benzene), C1=CC=CC=C1 (benzene), C1=CC=CC=C1 (benzene), C(C)(=O)O (acetic acid). Yields the product CC=1NC(=C(C(C1C(=O)OC)C1=CC(=CC=C1)[N+](=O)[O-])C(=O)OC)C(OC)OC (dimethyl 2-methyl-4-(3-nitrophenyl)-6-dimethoxymethyl-1,4-dihydropyridine-3,5-dicarboxylate). Yield: 51.5%. RXN SMILES: [N+:1]([C:4]1[CH:5]=[C:6]([CH:9]=[CH:10][CH:11]=1)[CH:7]=O)([O-:3])=[O:2].[CH3:12][O:13][CH:14]([O:22][CH3:23])[C:15](=O)[CH2:16][C:17]([O:19][CH3:20])=[O:18].N1CCCCC1.[NH2:30]/[C:31](/[CH3:37])=[CH:32]\[C:33]([O:35][CH3:36])=[O:34]>C1C=CC=CC=1.C(O)(=O)C>[CH3:37][C:31]1[NH:30][C:15]([CH:14]([O:22][CH3:23])[O:13][CH3:12])=[C:16]([C:17]([O:19][CH3:20])=[O:18])[CH:7]([C:6]2[CH:9]=[CH:10][CH:11]=[C:4]([N+:1]([O-:3])=[O:2])[CH:5]=2)[C:32]=1[C:33]([O:35][CH3:36])=[O:34]. Procedure: To a mixture of 3-nitrobenzaldehyde (7.56 g), methyl 4,4-dimethoxyacetoacetate (9,69 g) and acetic acid (600 mg) in benzene (25 ml) was added portionwise each one fifth portion of piperidine (851 mg) in benzene (5 ml) for each 20 minutes' interval and the mixture was heated to reflux for 4 hours under azeotropic dehydration. After cooling, the reaction mixture was diluted with benzene (50 ml), washed twice with diluted aqueous sodium bicarbonate solution, and in turn, with water and saturated aq... The product is CC(C)Oc1ccccc1C(C)C. Reactants: C[O-], CO, CC(C)c1ccccc1O, CC(C)Br, [Na+], [Na]. Reaction SMILES: [CH3:11][O-:12].[CH3:19][OH:20].[CH3:1][CH:2]([CH3:3])[c:4]1[cH:5][cH:6][cH:7][cH:8][c:9]1[OH:10].[CH:15]([CH3:16])([CH3:17])[Br:18].[Na+:13].[Na:14]>>[CH3:1][CH:2]([CH3:3])[c:4]1[cH:5][cH:6][cH:7][cH:8][c:9]1[O:10][CH:15]([CH3:16])[CH3:17]. Reactants: CC(C)(C)OC(=O)N(CCCc1ccc(-c2ccc(C(=O)O)cc2)cc1)CC(O)c1ccc(Cl)nc1, CO, O=C[O-], [NH4+], O. Yields the product CC(C)(C)OC(=O)N(CCCc1ccc(-c2ccc(C(=O)O)cc2)cc1)CC(O)c1cccnc1. As a reaction SMILES: [C:1]([CH3:2])([CH3:3])([CH3:4])[O:5][C:6](=[O:7])[N:8]([CH2:9][CH2:10][CH2:11][c:12]1[cH:13][cH:14][c:15](-[c:18]2[cH:19][cH:20][c:21]([C:24](=[O:25])[OH:26])[cH:22][cH:23]2)[cH:16][cH:17]1)[CH2:27][CH:28]([OH:29])[c:30]1[cH:31][n:32][c:33]([Cl:36])[cH:34][cH:35]1.[CH3:41][OH:42].[CH:37]([O-:38])=[O:39].[NH4+:40].[OH2:43]>>[C:1]([CH3:2])([CH3:3])([CH3:4])[O:5][C:6](=[O:7])[N:8]([CH2:9][CH2:10][CH2:11][c:12]1[cH:13][cH:14][c:15](-[c:18]2[cH:19][cH:20][c:21]([C:24](=[O:25])[OH:26])[cH:22][cH:23]2)[cH:16][cH:17]1)[CH2:27][CH:28]([OH:29])[c:30]1[cH:31][n:32][cH:33][cH:34][cH:35]1. Reactants: Nc1ccc2c(c1)COC(Nc1cccc(C3CC3)c1)=N2, CC(C)N=C=O. Product: CC(C)NC(=O)Nc1ccc2c(c1)COC(Nc1cccc(C3CC3)c1)=N2. RXN SMILES: [CH:1]1([c:4]2[cH:5][c:6]([NH:10][C:11]3=[N:16][c:15]4[c:14]([cH:20][c:19]([NH2:21])[cH:18][cH:17]4)[CH2:13][O:12]3)[cH:7][cH:8][cH:9]2)[CH2:2][CH2:3]1.[CH:22]([CH3:23])([CH3:24])[N:25]=[C:26]=[O:27]>>[CH:1]1([c:4]2[cH:5][c:6]([NH:10][C:11]3=[N:16][c:15]4[c:14]([cH:20][c:19]([NH:21][C:26]([NH:25][CH:22]([CH3:23])[CH3:24])=[O:27])[cH:18][cH:17]4)[CH2:13][O:12]3)[cH:7][cH:8][cH:9]2)[CH2:2][CH2:3]1. Starting materials: CP(OC)(OC)=O (dimethyl methylphosphonate), [Li]CCCC (nBuLi), C(C)OC(CCC1=NC=2NCCCC2C=C1)=O (3-(5,6,7,8-Tetrahydro-[1,8]naphthyridin-2-yl)-propionic acid ethyl ester). Run in C1CCOC1 (THF), C1CCOC1 (THF). Run at time 30 minute. Product: COP(OC)(=O)CC(CCC1=NC=2NCCCC2C=C1)=O ([2-Oxo4-(5,6,7,8-tetrahydro-[1,8]naphthyridin-2-yl)-butyl]-phosphonic acid dimethyl ester). As a reaction SMILES: [CH3:1][P:2](=[O:7])([O:5][CH3:6])[O:3][CH3:4].[Li]CCCC.C([O:15][C:16](=O)[CH2:17][CH2:18][C:19]1[CH:28]=[CH:27][C:26]2[CH2:25][CH2:24][CH2:23][NH:22][C:21]=2[N:20]=1)C>C1COCC1>[CH3:4][O:3][P:2]([CH2:1][C:16](=[O:15])[CH2:17][CH2:18][C:19]1[CH:28]=[CH:27][C:26]2[CH2:25][CH2:24][CH2:23][NH:22][C:21]=2[N:20]=1)(=[O:7])[O:5][CH3:6]. Reported procedure: To a stirred solution of dimethyl methylphosphonate (1.9 mL, 17.08 mmol) in THF (20 mL) at −78° C. was added nBuLi (10.94 mL, 17.5 mmol). After 30 minutes, 4-9 (1 g , 4.27 mmol) in THF (5 mL) was added. After 1 hour, the reaction was quenched with saturated NH4Cl (10 mL) and warmed to ambient temperature. The mixture was diluted with ethyl acetate, washed with sat. NaHCO3, brine, and dried over MgSO4. Following evaporative removal of the solvent, the residue was chromatographed (silica gel, 70/2... The reactants are BrB(Br)Br, CO, ClCCl, CCN1CC(C)n2c(c(OC)c3c(=O)n(Cc4ccc(F)c(Cl)c4)nc(N)c32)C1=O. Product: CCN1CC(C)n2c(c(O)c3c(=O)n(Cc4ccc(F)c(Cl)c4)nc(N)c32)C1=O. As a reaction SMILES: [B:31]([Br:32])([Br:33])[Br:34].[CH3:35][OH:36].[Cl:37][CH2:38][Cl:39].[NH2:1][c:2]1[n:3][n:4]([CH2:22][c:23]2[cH:24][c:25]([Cl:30])[c:26]([F:29])[cH:27][cH:28]2)[c:5](=[O:21])[c:6]2[c:7]1[n:8]1[c:9]([c:10]2[O:11][CH3:12])[C:13](=[O:20])[N:14]([CH2:18][CH3:19])[CH2:15][CH:16]1[CH3:17]>>[NH2:1][c:2]1[n:3][n:4]([CH2:22][c:23]2[cH:24][c:25]([Cl:30])[c:26]([F:29])[cH:27][cH:28]2)[c:5](=[O:21])[c:6]2[c:7]1[n:8]1[c:9]([c:10]2[OH:11])[C:13](=[O:20])[N:14]([CH2:18][CH3:19])[CH2:15][CH:16]1[CH3:17].